This data is from the Open Reaction Database (ORD), a public repository of structured organic reaction records. The task is: describe an organic reaction: reactants, conditions, products, and yield Reactants: [BH4-], CO, Cc1ccccc1C(=O)Nc1ccc(C(=O)N2CCCC(=O)c3cc(Cl)ccc32)c(C)c1, Cl, [Na+]. Product: Cc1ccccc1C(=O)Nc1ccc(C(=O)N2CCCC(O)c3cc(Cl)ccc32)c(C)c1. Reaction SMILES: [BH4-:33].[CH3:36][OH:37].[Cl:1][c:2]1[cH:3][cH:4][c:5]2[c:6]([cH:32]1)[C:7](=[O:31])[CH2:8][CH2:9][CH2:10][N:11]2[C:12]([c:13]1[c:14]([CH3:29])[cH:15][c:16]([NH:19][C:20]([c:21]2[c:22]([CH3:27])[cH:23][cH:24][cH:25][cH:26]2)=[O:28])[cH:17][cH:18]1)=[O:30].[ClH:35].[Na+:34]>>[Cl:1][c:2]1[cH:3][cH:4][c:5]2[c:6]([cH:32]1)[CH:7]([OH:31])[CH2:8][CH2:9][CH2:10][N:11]2[C:12]([c:13]1[c:14]([CH3:29])[cH:15][c:16]([NH:19][C:20]([c:21]2[c:22]([CH3:27])[cH:23][cH:24][cH:25][cH:26]2)=[O:28])[cH:17][cH:18]1)=[O:30]. Starting materials: C(C1=CC=CC=C1)OC1=C(C=C2C(NC=NC2=C1)=O)OC (7-Benzyloxy-6-methoxy-3,4-dihydroquinazolin-4-one), S(=O)(Cl)Cl (thionyl chloride), CN(C=O)C (dimethylformamide), resultant mixture. Conditions: time 3 hour. The product is ClC1=NC=NC2=CC(=C(C=C12)OC)O (4-chloro-7-hydroxy-6-methoxyquinazoline). Isolated yield 100.0%. As a reaction SMILES: C([O:8][C:9]1[CH:18]=[C:17]2[C:12]([C:13](=O)[NH:14][CH:15]=[N:16]2)=[CH:11][C:10]=1[O:20][CH3:21])C1C=CC=CC=1.CN(C)C=O.S(Cl)([Cl:29])=O>>[Cl:29][C:13]1[C:12]2[C:17](=[CH:18][C:9]([OH:8])=[C:10]([O:20][CH3:21])[CH:11]=2)[N:16]=[CH:15][N:14]=1. Procedure details: 7-Benzyloxy-6-methoxy-3,4-dihydroquinazolin-4-one (10.1 g) was suspended in thionyl chloride (200 ml) then dimethylformamide (0.5 ml) added and the resultant mixture heated to 80° C. and stirred for 3 hours. The reaction mixture was evaporated and azeotroped with toluene to yield 4-chloro-7-hydroxy-6-methoxyquinazoline as a solid (12.1 g, 100%); NMR: 4.88 (s, 3H), 5.25 (s, 2H), 7.44 (s, 1H), 7.49 (s, 1H), 7.32-7.52 (m, 5H), 8.83 (s, 1H); m/s: M+H+ 283.